Dataset: the Open Reaction Database (ORD), a public repository of structured organic reaction records. Task: describe an organic reaction: reactants, conditions, products, and yield Starting materials: COc1cc2c(cc1OC)CN(CCSc1ccc(-n3nnc(-c4cc(OC)c(OC)cc4[N+](=O)[O-])n3)cc1)CC2, CO, Cl, [Fe], [H][H]. The product is COc1cc(N)c(-c2nnn(-c3ccc(SCCN4CCc5cc(OC)c(OC)cc5C4)cc3)n2)cc1OC. As a reaction SMILES: [CH3:1][O:2][c:3]1[cH:4][c:5]([N+:39]([O-:40])=[O:41])[c:6](-[c:11]2[n:12][n:13][n:14](-[c:16]3[cH:17][cH:18][c:19]([S:22][CH2:23][CH2:24][N:25]4[CH2:26][c:27]5[cH:28][c:29]([O:37][CH3:38])[c:30]([O:35][CH3:36])[cH:31][c:32]5[CH2:33][CH2:34]4)[cH:20][cH:21]3)[n:15]2)[cH:7][c:8]1[O:9][CH3:10].[CH3:46][OH:47].[ClH:42].[Fe:45].[H:43][H:44]>>[CH3:1][O:2][c:3]1[cH:4][c:5]([NH2:39])[c:6](-[c:11]2[n:12][n:13][n:14](-[c:16]3[cH:17][cH:18][c:19]([S:22][CH2:23][CH2:24][N:25]4[CH2:26][c:27]5[cH:28][c:29]([O:37][CH3:38])[c:30]([O:35][CH3:36])[cH:31][c:32]5[CH2:33][CH2:34]4)[cH:20][cH:21]3)[n:15]2)[cH:7][c:8]1[O:9][CH3:10].